From a dataset of the Open Reaction Database (ORD), a public repository of structured organic reaction records. describe an organic reaction: reactants, conditions, products, and yield Reactants: CO, C=C(C1=C(CCC(=O)OC)C(=O)CC1O)c1ccccc1. The product is COC(=O)CCC1=C(C=O)C(O)CC1=O. RXN SMILES: [CH3:22][OH:23].[OH:1][CH:2]1[C:3]([C:14]([c:15]2[cH:16][cH:17][cH:18][cH:19][cH:20]2)=[CH2:21])=[C:4]([CH2:8][CH2:9][C:10](=[O:11])[O:12][CH3:13])[C:5](=[O:7])[CH2:6]1>>[OH:1][CH:2]1[C:3]([CH:14]=[O:23])=[C:4]([CH2:8][CH2:9][C:10](=[O:11])[O:12][CH3:13])[C:5](=[O:7])[CH2:6]1.